From a dataset of the Open Reaction Database (ORD), a public repository of structured organic reaction records. describe an organic reaction: reactants, conditions, products, and yield Reactants: FC=1C=C2C=C(N(C2=C(C1)NS(=O)(=O)C=1SC=CC1)COC)C(=O)OCC (ethyl 5-fluoro-1-(methoxymethyl)-7-[(2-thienylsulfonyl)amino]-1H-indole-2-carboxylate), [H-].[Na+] (sodium hydride), CN(C=O)C (N,N-dimethylformamide), CI (Methyl iodide). Solvent: C(C)(=O)OCC (ethyl acetate). Reaction conditions: temperature 4 celsius, time 30 minute. The product is FC=1C=C2C=C(N(C2=C(C1)N(S(=O)(=O)C=1SC=CC1)C)COC)C(=O)OCC (Ethyl 5-fluoro-1-(methoxymethyl)-7-[methyl(2-thienylsulfonyl)amino]-1H-indole-2-carboxylate). Yield: 43.0%. Reaction SMILES: [F:1][C:2]1[CH:3]=[C:4]2[C:8](=[C:9]([NH:11][S:12]([C:15]3[S:16][CH:17]=[CH:18][CH:19]=3)(=[O:14])=[O:13])[CH:10]=1)[N:7]([CH2:20][O:21][CH3:22])[C:6]([C:23]([O:25][CH2:26][CH3:27])=[O:24])=[CH:5]2.[H-].[Na+].[CH3:30]N(C)C=O.CI>C(OCC)(=O)C>[F:1][C:2]1[CH:3]=[C:4]2[C:8](=[C:9]([N:11]([CH3:30])[S:12]([C:15]3[S:16][CH:17]=[CH:18][CH:19]=3)(=[O:13])=[O:14])[CH:10]=1)[N:7]([CH2:20][O:21][CH3:22])[C:6]([C:23]([O:25][CH2:26][CH3:27])=[O:24])=[CH:5]2 |f:1.2|. Procedure details: A mixture of ethyl 5-fluoro-1-(methoxymethyl)-7-[(2-thienylsulfonyl)amino]-1H-indole-2-carboxylate (0.45 g), 60% sodium hydride (52 mg) and N,N-dimethylformamide (10 mL) was stirred at 4° C. for 30 min. Methyl iodide (0.095 mL) was added to the solution, and the mixture was stirred at room temperature for 2 days. The reaction solution was diluted with ethyl acetate, washed with aqueous citric acid solution and saturated brine, dried over anhydrous magnesium sulfate, and concentrated under reduce...